The task is: describe an organic reaction: reactants, conditions, products, and yield. This data is from the Open Reaction Database (ORD), a public repository of structured organic reaction records. RXN SMILES: [CH3:1][O:2][C:3](=[O:4])[c:5]1[cH:6][c:7]2[c:8]([nH:9][cH:10][n:11]2)[c:12]([F:23])[c:13]1[NH:14][c:15]1[c:16]([CH3:22])[cH:17][c:18]([Br:21])[cH:19][cH:20]1.[CH3:27][CH2:28][OH:29].[NH2:25][NH2:26].[OH2:24]>>[O:2]=[C:3]([c:5]1[cH:6][c:7]2[c:8]([n:9][cH:10][nH:11]2)[c:12]([F:23])[c:13]1[NH:14][c:15]1[c:16]([CH3:22])[cH:17][c:18]([Br:21])[cH:19][cH:20]1)[NH:25][NH2:26]. The product is Cc1cc(Br)ccc1Nc1c(C(=O)NN)cc2[nH]cnc2c1F. Reactants: COC(=O)c1cc2nc[nH]c2c(F)c1Nc1ccc(Br)cc1C, CCO, NN, O. The reactants are FC(C=1C(=NC=CC1)C1=CC=C2C(=CC(=NC2=N1)O)NC1=NC=C(C=C1)C(F)(F)F)(F)F (7-[3-(trifluoromethyl)pyridin-2-yl]-4-{[5-(trifluoromethyl)pyridin-2-yl]amino}-[1,8]naphthyridin-2-ol), P(=O)(Cl)(Cl)Cl (phosphorus oxychloride). Product: ClC1=NC2=NC(=CC=C2C(=C1)NC1=NC=C(C=C1)C(F)(F)F)C1=NC=CC=C1C(F)(F)F (2-Chloro-7-[3-(trifluoromethyl)pyridin-2-yl]-N-[5-(trifluoromethyl)pyridin-2-yl]-1,8-naphthyridin-4-amine). Reaction SMILES: [F:1][C:2]([F:32])([F:31])[C:3]1[C:4]([C:9]2[N:18]=[C:17]3[C:12]([C:13]([NH:20][C:21]4[CH:26]=[CH:25][C:24]([C:27]([F:30])([F:29])[F:28])=[CH:23][N:22]=4)=[CH:14][C:15](O)=[N:16]3)=[CH:11][CH:10]=2)=[N:5][CH:6]=[CH:7][CH:8]=1.P(Cl)(Cl)([Cl:35])=O>>[Cl:35][C:15]1[CH:14]=[C:13]([NH:20][C:21]2[CH:26]=[CH:25][C:24]([C:27]([F:30])([F:29])[F:28])=[CH:23][N:22]=2)[C:12]2[C:17](=[N:18][C:9]([C:4]3[C:3]([C:2]([F:32])([F:31])[F:1])=[CH:8][CH:7]=[CH:6][N:5]=3)=[CH:10][CH:11]=2)[N:16]=1. Reported procedure: Heat 7-[3-(trifluoromethyl)pyridin-2-yl]-4-{[5-(trifluoromethyl)pyridin-2-yl]amino}-[1,8]naphthyridin-2-ol (112 mg) and phosphorus oxychloride (1 mL) at reflux for 1 hour. Evaporate to dryness, partition between ethyl acetate and saturated aqueous NaHCO3 and extract with EtOAc. Dry the combined organics over Na2SO4, concentrate under vacuum to obtain the title compound.